Dataset: the Open Reaction Database (ORD), a public repository of structured organic reaction records. Task: describe an organic reaction: reactants, conditions, products, and yield The reactants are ClC1=CC(=C(C=C1)I)C(F)(F)F (4-chloro-2-trifluoromethyliodobenzene), [Mg] (magnesium), Cl (Hydrochloric acid), C(=O)=O (Carbon dioxide). Solvent: CCOCC (ether), CCOCC (ether). Conditions: temperature 0 celsius. The product is ClC1=CC(=C(C(=O)O)C=C1)C(F)(F)F (4-chloro-2-trifluoromethylbenzoic acid). As a reaction SMILES: [Cl:1][C:2]1[CH:7]=[CH:6][C:5](I)=[C:4]([C:9]([F:12])([F:11])[F:10])[CH:3]=1.[Mg].[C:14](=[O:16])=[O:15].Cl>CCOCC>[Cl:1][C:2]1[CH:7]=[CH:6][C:5]([C:14]([OH:16])=[O:15])=[C:4]([C:9]([F:12])([F:11])[F:10])[CH:3]=1. Procedure details: A solution of 4-chloro-2-trifluoromethyliodobenzene (100 g) in ether was added to a suspension of magnesium (8 g) in ether at a such a rate as to maintain the mixture at reflux. The mixture was stirred at reflux for 1 hour and then cooled to 0° C. Carbon dioxide was then passed into the stirred mixture for 3 hours. Hydrochloric acid (2M) was added and the resulting layers separated. The organic layer was washed with water and then extracted into aqueous sodium carbonate solution and this aqueous... The reactants are BrC=1C(=C2C(=NC1)NC=C2)N2CCN(CC2)C([C@@H](C2CCCCC2)NC(OC(C)(C)C)=O)=O ((R)-tert-Butyl 2-(4-(5-bromo-1H-pyrrolo[2,3-b]pyridin-4-yl)piperazin-1-yl)-1-cyclohexyl-2-oxoethylcarbamate), C1(=C(C(=C(C(=C1F)F)F)N)F)N.Cl.Cl (dihydrochloride), C(=O)(C(F)(F)F)O (TFA). Solvent: C(Cl)Cl (DCM). Reaction conditions: time 1 hour. Product: N[C@@H](C(=O)N1CCN(CC1)C1=C2C(=NC=C1Br)NC=C2)C2CCCCC2 ((R)-2-amino-1-(4-(5-bromo-1H-pyrrolo[2,3-b]pyri din-4-yl)piperazin-1-yl)-2-cyclohexylethanone). Isolated yield 62.6%. Reaction SMILES: [Br:1][C:2]1[C:3]([N:11]2[CH2:16][CH2:15][N:14]([C:17](=[O:33])[C@H:18]([NH:25]C(=O)OC(C)(C)C)[CH:19]3[CH2:24][CH2:23][CH2:22][CH2:21][CH2:20]3)[CH2:13][CH2:12]2)=[C:4]2[CH:10]=[CH:9][NH:8][C:5]2=[N:6][CH:7]=1.C(O)(C(F)(F)F)=O.C1(N)C(F)=C(F)C(F)=C(N)C=1F.Cl.Cl>C(Cl)Cl>[NH2:25][C@H:18]([CH:19]1[CH2:24][CH2:23][CH2:22][CH2:21][CH2:20]1)[C:17]([N:14]1[CH2:15][CH2:16][N:11]([C:3]2[C:2]([Br:1])=[CH:7][N:6]=[C:5]3[NH:8][CH:9]=[CH:10][C:4]=23)[CH2:12][CH2:13]1)=[O:33] |f:2.3.4|. Procedure details: (R)-tert-Butyl 2-(4-(5-bromo-1H-pyrrolo[2,3-b]pyridin-4-yl)piperazin-1-yl)-1-cyclohexyl-2-oxoethylcarbamate (0.010 g, 0.019 mmol) was placed in DCM (3 mL) at room temperature. TFA (0.3 mL) was then added. The reaction was stirred at room temperature for 1 hour. The reaction was then concentrated to dryness, dissolved in minimal DCM, and added dropwise to a stirring solution of 1M HCl in ether. The solid product was filtered, washed with ether, and dried to give (R)-2-amino-1-(4-(5-bromo-1H-pyrro... The reactants are CCO, CCOC(=O)COS(=O)(=O)c1ccc(-c2ccc(Cl)cc2)cc1, [Na+], [OH-]. The product is O=C(O)COS(=O)(=O)c1ccc(-c2ccc(Cl)cc2)cc1. Reaction SMILES: [CH3:26][CH2:27][OH:28].[Cl:1][c:2]1[cH:3][cH:4][c:5](-[c:8]2[cH:9][cH:10][c:11]([S:14](=[O:15])(=[O:16])[O:17][CH2:18][C:19](=[O:20])[O:21][CH2:22][CH3:23])[cH:12][cH:13]2)[cH:6][cH:7]1.[Na+:25].[OH-:24]>>[Cl:1][c:2]1[cH:3][cH:4][c:5](-[c:8]2[cH:9][cH:10][c:11]([S:14](=[O:15])(=[O:16])[O:17][CH2:18][C:19](=[O:20])[OH:21])[cH:12][cH:13]2)[cH:6][cH:7]1. Reactants: Br.BrCC1=NC=CC=C1O (2-(Bromomethyl)-3-pyridinol hydrobromide), CN(C)C=O (DMF), [H-].[Na+] (Sodium hydride), CC(C)(C)N(C([O-])=O)C=1SC=C(N1)CBr (1,1-dimethylethyl[4-(bromomethyl)-1,3-thiazol-2-yl]carbamate), CN(C)C=O (DMF), [H-].[Na+] (Sodium hydride), BrCC1=NC=CC=C1O (2-(bromomethyl)-3-pyridinol). Run at temperature 0 celsius, time 20 minute. Product: OC=1C(=NC=CC1)CN1N=C(C=C1)NC(C)=O (N-{1-[(3-hydroxy-2-pyridinyl)methyl]-1H-pyrazol-3-yl}acetamide). The yield is 13.0%. As a reaction SMILES: CC([N:5]([C:9]1SC=[C:12]([CH2:14]Br)[N:13]=1)C(=O)[O-])(C)C.[H-].[Na+].Br.Br[CH2:20][C:21]1[C:26]([OH:27])=[CH:25][CH:24]=[CH:23][N:22]=1.Br[CH2:29][C:30]1C(O)=CC=C[N:31]=1.CN(C=[O:41])C>>[OH:27][C:26]1[C:21]([CH2:20][N:31]2[CH:30]=[CH:29][C:9]([NH:13][C:12](=[O:41])[CH3:14])=[N:5]2)=[N:22][CH:23]=[CH:24][CH:25]=1 |f:1.2,3.4|. Procedure: Intermediate 1 (200 mg, 1.598 mmol) was dissolved in 2 mL of anhydrous DMF at 0° C. Sodium hydride (ALDRICH, 48.5 mg, 1.920 mmol) was added and mixture of reaction was stirred at 0° C. for 20 minutes. 2-(Bromomethyl)-3-pyridinol hydrobromide (ALFAAESAR, 301 mg, 1.598 mmol) was dissolved in 2 mL of DMF (anh) at 0° C. Sodium hydride (ALDRICH, 48.5 mg, 1.920 mmol) was added and this solution was stirred at 0° C. for 20 minutes. Solution of 2-(bromomethyl)-3-pyridinol was added dropwise to reaction ...